Dataset: the Open Reaction Database (ORD), a public repository of structured organic reaction records. Task: describe an organic reaction: reactants, conditions, products, and yield Reactants: CC1=CC2=C(OCC3=C(C2C(=O)O)C=CC=C3)C=C1 (6,11-dihydro-2-methyldibenz[b,e]-oxepin-11-carboxylic acid), BrC1=C(N)C(=CC=C1)Br (2,6-dibromoaniline). Product: BrC1=C(C(=CC=C1)Br)NC(=O)C1C2=C(OCC3=C1C=CC=C3)C=CC(=C2)C (N-(2,6-Dibromophenyl)-6,11-dihydro-2-methyldibenz[b,e]-oxepin-11-carboxamide). Yield: 58.7%. RXN SMILES: [CH3:1][C:2]1[CH:19]=[CH:18][C:5]2[O:6][CH2:7][C:8]3[CH:17]=[CH:16][CH:15]=[CH:14][C:9]=3[CH:10]([C:11]([OH:13])=O)[C:4]=2[CH:3]=1.[Br:20][C:21]1[CH:27]=[CH:26][CH:25]=[C:24]([Br:28])[C:22]=1[NH2:23]>>[Br:20][C:21]1[CH:27]=[CH:26][CH:25]=[C:24]([Br:28])[C:22]=1[NH:23][C:11]([CH:10]1[C:9]2[CH:14]=[CH:15][CH:16]=[CH:17][C:8]=2[CH2:7][O:6][C:5]2[CH:18]=[CH:19][C:2]([CH3:1])=[CH:3][C:4]1=2)=[O:13]. Reported procedure: The similar procedures as in Example 1 were repeated except using 1.40 g of Compound A and 1.28 g of 2,6-dibromoaniline in place of aniline to obtain 1.46 g of Compound 7. Reactants: CC1(OC(C(O1)=CC(=O)N(CC1=CC=C(C=C1)C)OC)=O)C (2-(2,2-dimethyl-5-oxo-[1,3]-dioxolan-4-ylidene)-N-methoxy-N-(4-methylbenzyl)-acetamide), C=O.NCCN1CCOCC1 (paraformaldehyde N-(2-aminoethyl)morpholine), compound 13. Run in CO (methanol). The product is CON(C(=O)C=1CN(C(C1O)=O)CCN1CCOCC1)CC1=CC=C(C=C1)C (4-Hydroxy-1-(2-morpholin-4-yl-ethyl)-5-oxo-2,5-dihydro-1H-pyrrole-3-carboxylic acid methoxy-(4-methylbenzyl)-amide). Isolated yield 45.0%. As a reaction SMILES: CC1(C)[O:6][C:5](=[CH:7][C:8]([N:10]([O:19][CH3:20])[CH2:11][C:12]2[CH:17]=[CH:16][C:15]([CH3:18])=[CH:14][CH:13]=2)=[O:9])[C:4](=[O:21])O1.[CH2:23]=O.[NH2:25][CH2:26][CH2:27][N:28]1[CH2:33][CH2:32][O:31][CH2:30][CH2:29]1>CO>[CH3:20][O:19][N:10]([CH2:11][C:12]1[CH:13]=[CH:14][C:15]([CH3:18])=[CH:16][CH:17]=1)[C:8]([C:7]1[CH2:23][N:25]([CH2:26][CH2:27][N:28]2[CH2:33][CH2:32][O:31][CH2:30][CH2:29]2)[C:4](=[O:21])[C:5]=1[OH:6])=[O:9] |f:1.2|. Procedure: Reaction of 2-(2,2-dimethyl-5-oxo-[1,3]-dioxolan-4-ylidene)-N-methoxy-N-(4-methylbenzyl)-acetamide (0.30 g, 0.98 mmol) with the paraformaldehyde-N-(2-aminoethyl)morpholine adduct in methanol using a procedure similar to the one described in the preparation of compound 13 gave 0.17 g (45% yield) of the title compound as a solid. 1HNMR 400 MHz (CDCl3) δ (ppm); 2.35 (3H, s, CH3), 2.47 (4H, m, 2×NCH2), 2.56 (2H, t, J=6.2 Hz, NCH2), 3.62 (2H, t, J=6.2 Hz, NCH2), 3.66 (4H, m, 2×OCH2), 3.71 (3H, s, OCH... The reactants are C(N)(=O)CSC(C(C)(C)[N+](=O)[O-])=NO (1-(carbamoylmethylthio)-2-nitro-2-methylpropionaldoxime), CN=C=O (methylisocyanate). The reagents and catalysts are C(C)N(CC)CC (triethylamine). Run in C(C)#N (acetonitrile). Product: CNC(=O)ON=C(C(C)(C)[N+](=O)[O-])SCC(N)=O (1-(carbamoylmethylthio)-2-nitro-2-methylpropionaldehyde O-(methylcarbamoyl)oxime). The yield is 71.5%. RXN SMILES: [C:1]([CH2:4][S:5][C:6](=[N:13][OH:14])[C:7]([N+:10]([O-:12])=[O:11])([CH3:9])[CH3:8])(=[O:3])[NH2:2].[CH3:15][N:16]=[C:17]=[O:18]>C(N(CC)CC)C.C(#N)C>[CH3:15][NH:16][C:17]([O:14][N:13]=[C:6]([S:5][CH2:4][C:1](=[O:3])[NH2:2])[C:7]([N+:10]([O-:12])=[O:11])([CH3:9])[CH3:8])=[O:18]. Procedure details: A mixture of 10 g (0.045 m) of 1-(carbamoylmethylthio)-2-nitro-2-methylpropionaldoxime, 150 ml. acetonitrile, 8.0 g (0.14 m) of methylisocyanate and three drops of triethylamine was allowed to stand at room temperature, with occasional shaking, for twenty hours. The acetonitrile and excess methyl isocyanate was removed from the product under reduced pressure. The solid residue was recrystallized from isopropanol and then dried at room temperature to give 9.0 g (72% yield) of 1-(carbamoylmethylth... Starting materials: [Br-], O=C([O-])[O-], CCCC[N+](CCCC)(CCCC)CCCC, CCC(C)=O, N#Cc1ccc(O)cc1F, [I-], [K+], [K+], [K+], ClCc1ccncc1. Product: N#Cc1ccc(OCc2ccncc2)cc1F. Reaction SMILES: [Br-:27].[C:11](=[O:12])([O-:13])[O-:14].[CH2:28]([N+:29]([CH2:30][CH2:31][CH2:32][CH3:33])([CH2:34][CH2:35][CH2:36][CH3:37])[CH2:38][CH2:39][CH2:40][CH3:41])[CH2:42][CH2:43][CH3:44].[CH2:45]([C:46]([CH3:47])=[O:48])[CH3:49].[F:1][c:2]1[c:3]([C:4]#[N:5])[cH:6][cH:7][c:8]([OH:10])[cH:9]1.[I-:18].[K+:15].[K+:16].[K+:17].[cH:19]1[cH:20][c:21]([CH2:25][Cl:26])[cH:22][cH:23][n:24]1>>[F:1][c:2]1[c:3]([C:4]#[N:5])[cH:6][cH:7][c:8]([O:10][CH2:25][c:21]2[cH:20][cH:19][n:24][cH:23][cH:22]2)[cH:9]1. Starting materials: ClC1=CC(=C(C=C1)N1NC=2CCCCC2C1=O)F (2-(4-chloro-2-fluorophenyl)-1,2,4,5,6,7-hexahydro-3H-indazol-3-one), C(=O)(Cl)Cl (phosgene). Solvent: ClC1=CC=CC=C1 (chlorobenzene). Reaction conditions: temperature 25 celsius, time 4 hour. Yields the product 10.1, ClC1=CC(=C(C=C1)N1N=C2CCCCC2=C1Cl)F (2-(4-chloro-2-fluorophenyl)-3-chloro,4,5,6,7-tetrahydro-2H-indazole). RXN SMILES: [Cl:1][C:2]1[CH:7]=[CH:6][C:5]([N:8]2[C:16](=O)[C:15]3[CH2:14][CH2:13][CH2:12][CH2:11][C:10]=3[NH:9]2)=[C:4]([F:18])[CH:3]=1.C(Cl)([Cl:21])=O>ClC1C=CC=CC=1>[Cl:1][C:2]1[CH:7]=[CH:6][C:5]([N:8]2[C:16]([Cl:21])=[C:15]3[C:10]([CH2:11][CH2:12][CH2:13][CH2:14]3)=[N:9]2)=[C:4]([F:18])[CH:3]=1. Procedure details: Ten parts of 2-(4-chloro-2-fluorophenyl)-1,2,4,5,6,7-hexahydro-3H-indazol-3-one and 50 parts of chlorobenzene were charged to a Hastalloy C-lined shaker tube. The vessel was closed, charged with 10 parts of phosgene from a pressurized cylinder, and heated to 130° with constant shaking for 4 hours. The vessel was cooled to 25° C, vented, opened and discharged. The product mixture was evaporated under reduced pressure to give 10.1 parts of 2-(4-chloro-2-fluorophenyl)-3-chloro,4,5,6,7-tetrahydro-2H... Reactants: C=O, O=CO, Cl, FC(F)(F)C(F)(F)C(F)(F)C(F)(F)CCCNCCCC(F)(F)C(F)(F)C(F)(F)C(F)(F)F. Product: CN(CCCC(F)(F)C(F)(F)C(F)(F)C(F)(F)F)CCCC(F)(F)C(F)(F)C(F)(F)C(F)(F)F. Reaction SMILES: [CH2:34]=[O:35].[CH:37]([OH:38])=[O:39].[ClH:36].[F:1][C:2]([CH2:3][CH2:4][CH2:5][NH:6][CH2:7][CH2:8][CH2:9][C:10]([C:11]([C:12]([C:13]([F:14])([F:15])[F:16])([F:17])[F:18])([F:19])[F:20])([F:21])[F:22])([C:23]([C:24]([C:25]([F:26])([F:27])[F:28])([F:29])[F:30])([F:31])[F:32])[F:33]>>[F:1][C:2]([CH2:3][CH2:4][CH2:5][N:6]([CH2:7][CH2:8][CH2:9][C:10]([C:11]([C:12]([C:13]([F:14])([F:15])[F:16])([F:17])[F:18])([F:19])[F:20])([F:21])[F:22])[CH3:34])([C:23]([C:24]([C:25]([F:26])([F:27])[F:28])([F:29])[F:30])([F:31])[F:32])[F:33]. Starting materials: C1(=CC=CC=C1)C1CC(C1)=NO (3-phenylcyclobutanone oxime), [H-].[Al+3].[Li+].[H-].[H-].[H-] (lithium aluminum hydride), O (Water), [OH-].[Na+] (sodium hydroxide), O (water). The solvent is C1CCOC1 (THF), C1CCOC1 (THF). Run at time 30 minute. Product: C1(=CC=CC=C1)C1CC(C1)N (3-phenylcyclobutylamine). Yield: 66.0%. Reaction SMILES: [C:1]1([CH:7]2[CH2:10][C:9](=[N:11]O)[CH2:8]2)[CH:6]=[CH:5][CH:4]=[CH:3][CH:2]=1.[H-].[Al+3].[Li+].[H-].[H-].[H-].O.[OH-].[Na+]>C1COCC1>[C:1]1([CH:7]2[CH2:8][CH:9]([NH2:11])[CH2:10]2)[CH:6]=[CH:5][CH:4]=[CH:3][CH:2]=1 |f:1.2.3.4.5.6,8.9|. Reported procedure: To a solution of 3-phenylcyclobutanone oxime (0.167 g, 1.04 mmol) in THF (5 ml) was added 1M lithium aluminum hydride in THF (2.18 ml, 2.18 mmol) dropwise over 3 minutes. The reaction was heated to reflux for 4 hours, then cooled to ambient temperature. Water (0.083 ml), 1M sodium hydroxide (0.083 ml), and additional water (0.248 ml) were added, and the reaction was stirred an additional 30 minutes. The reaction was filtered, and the solids were washed with THF. The filtrates were combined and c... Reactants: CC(C)(C)[Si](C)(C)Oc1ccccc1CBr, CCCCn1c(=O)[nH]c(=O)c2c1nc(Cc1ccc(NC(C)=O)cc1)n2COC(=O)C(C)(C)C, CCCC[N+](CCCC)(CCCC)CCCC, CN(C)C=O, Cl, [I-], [Na+], [Na+], O=C([O-])[O-], O. Yields the product CCCCn1c(=O)n(Cc2ccccc2O[Si](C)(C)C(C)(C)C)c(=O)c2c1nc(Cc1ccc(NC(C)=O)cc1)n2COC(=O)C(C)(C)C. Reaction SMILES: [Br:41][CH2:42][c:43]1[c:44]([O:45][Si:46]([CH3:47])([CH3:48])[C:49]([CH3:50])([CH3:51])[CH3:52])[cH:53][cH:54][cH:55][cH:56]1.[C:1]([CH3:2])(=[O:3])[NH:4][c:5]1[cH:6][cH:7][c:8]([CH2:9][c:10]2[n:11][c:12]3[n:13]([CH2:29][CH2:30][CH2:31][CH3:32])[c:14](=[O:28])[nH:15][c:16](=[O:27])[c:17]3[n:18]2[CH2:19][O:20][C:21]([C:22]([CH3:23])([CH3:24])[CH3:25])=[O:26])[cH:33][cH:34]1.[CH2:64]([N+:65]([CH2:66][CH2:67][CH2:68][CH3:69])([CH2:70][CH2:71][CH2:72][CH3:73])[CH2:74][CH2:75][CH2:76][CH3:77])[CH2:78][CH2:79][CH3:80].[CH3:58][N:59]([CH3:60])[CH:61]=[O:62].[ClH:81].[I-:63].[Na+:35].[Na+:36].[O-:37][C:38](=[O:39])[O-:40].[OH2:57]>>[C:1]([CH3:2])(=[O:3])[NH:4][c:5]1[cH:6][cH:7][c:8]([CH2:9][c:10]2[n:11][c:12]3[n:13]([CH2:29][CH2:30][CH2:31][CH3:32])[c:14](=[O:28])[n:15]([CH2:42][c:43]4[c:44]([O:45][Si:46]([CH3:47])([CH3:48])[C:49]([CH3:50])([CH3:51])[CH3:52])[cH:53][cH:54][cH:55][cH:56]4)[c:16](=[O:27])[c:17]3[n:18]2[CH2:19][O:20][C:21]([C:22]([CH3:23])([CH3:24])[CH3:25])=[O:26])[cH:33][cH:34]1.